This data is from the Open Reaction Database (ORD), a public repository of structured organic reaction records. The task is: describe an organic reaction: reactants, conditions, products, and yield Reactants: CN1CCN(c2cccc3c2C=C(C#N)CC3)CC1, CO, [Mg]. Yields the product CN1CCN(c2cccc3c2CC(C#N)CC3)CC1. Reaction SMILES: [C:1](#[N:2])[C:3]1=[CH:4][c:5]2[c:6]([N:13]3[CH2:14][CH2:15][N:16]([CH3:19])[CH2:17][CH2:18]3)[cH:7][cH:8][cH:9][c:10]2[CH2:11][CH2:12]1.[CH3:21][OH:22].[Mg:20]>>[C:1](#[N:2])[CH:3]1[CH2:4][c:5]2[c:6]([N:13]3[CH2:14][CH2:15][N:16]([CH3:19])[CH2:17][CH2:18]3)[cH:7][cH:8][cH:9][c:10]2[CH2:11][CH2:12]1. Starting materials: C(C)(C)(C)OC(CC=1C=C2C=CC=NC2=C(C1)F)=O ((8-fluoro-quinolin-6-yl)-acetic acid tert-butyl ester), [OH-].[Na+] (sodium hydroxide). The product is FC=1C=C(C=C2C=CC=NC12)CC(=O)O ((8-Fluoro-quinolin-6-yl)-acetic acid), solid. Yield: 61.0%. As a reaction SMILES: C([O:5][C:6](=[O:19])[CH2:7][C:8]1[CH:9]=[C:10]2[C:15](=[C:16]([F:18])[CH:17]=1)[N:14]=[CH:13][CH:12]=[CH:11]2)(C)(C)C.[OH-].[Na+]>>[F:18][C:16]1[CH:17]=[C:8]([CH2:7][C:6]([OH:19])=[O:5])[CH:9]=[C:10]2[C:15]=1[N:14]=[CH:13][CH:12]=[CH:11]2 |f:1.2|. Reported procedure: 0.5 g of (8-fluoro-quinolin-6-yl)-acetic acid tert-butyl ester with 2.0 ml of 4N aq. sodium hydroxide solution was heated at 90° C. for 3 h. After cooling the reaction mixture was extracted with ethyl acetate. The aqueous layer was made just acidic with acetic acid, filtered to afford the title compound as an off white solid (0.24 g, 61%). 1H NMR (300 MHz, DMSO-d6) δ 8.91˜8.93 (m, 1H), 8.37˜8.40 (m, 1H), 7.51˜7.69 (m, 3H), 3.80 (s, 2H); ES-MS m/z: 206.2 (M++1).